From a dataset of the Open Reaction Database (ORD), a public repository of structured organic reaction records. describe an organic reaction: reactants, conditions, products, and yield Reactants: CCNCC, C=O, C=Cc1cc(CC(C(=O)O)C(=O)OCC)cnc1NC(=O)OC(C)(C)C, ClCCl. The product is C=Cc1cc(CC(=C)C(=O)OCC)cnc1NC(=O)OC(C)(C)C. Reaction SMILES: [CH2:1]([NH:2][CH2:3][CH3:4])[CH3:5].[CH2:32]=[O:33].[CH2:6]([CH3:7])[O:8][C:9]([CH:10]([C:11]([OH:12])=[O:13])[CH2:14][c:15]1[cH:16][n:17][c:18]([NH:23][C:24](=[O:25])[O:26][C:27]([CH3:28])([CH3:29])[CH3:30])[c:19]([CH:21]=[CH2:22])[cH:20]1)=[O:31].[Cl:34][CH2:35][Cl:36]>>[CH2:6]([CH3:7])[O:8][C:9]([C:10](=[CH2:11])[CH2:14][c:15]1[cH:16][n:17][c:18]([NH:23][C:24](=[O:25])[O:26][C:27]([CH3:28])([CH3:29])[CH3:30])[c:19]([CH:21]=[CH2:22])[cH:20]1)=[O:31].